This data is from the Open Reaction Database (ORD), a public repository of structured organic reaction records. The task is: describe an organic reaction: reactants, conditions, products, and yield The reactants are N[C@@H](CCC(=O)O)C(=O)O (L-glutamic acid), C([O-])(O)=O.[Na+] (sodium bicarbonate), O1CCCC1 (tetrahydrofuran), [Cl-] (chloride). Solvent: O (water), C(C)OC(C)=O (ethylacetate). Conditions: temperature 4 celsius. Yields the product C(C=C)OC(=O)N[C@@H](CCC(=O)O)C(=O)O (N-allyloxycarbonyl-L-glutamic acid). As a reaction SMILES: [NH2:1][C@H:2]([C:8]([OH:10])=[O:9])[CH2:3][CH2:4][C:5]([OH:7])=[O:6].[C:11](=[O:14])(O)[O-:12].[Na+].[Cl-].O1C[CH2:20][CH2:19][CH2:18]1>O.C(OC(=O)C)C>[CH2:20]([O:12][C:11]([NH:1][C@H:2]([C:8]([OH:10])=[O:9])[CH2:3][CH2:4][C:5]([OH:7])=[O:6])=[O:14])[CH:19]=[CH2:18] |f:1.2|. Procedure details: A solution of L-glutamic acid (6.58 g) in tetrahydrofuran (80 ml) and water (80 ml) containing sodium bicarbonate (11.36 g) is cooled to 4° C. and stirred while adding allykoxycarbonyl chloride (4.25 ml) dropwise during 45 minutes. The mixture is then stirred overnight at room temperature and then diluted with ethylacetate (100 ml). The aqueous phase is separated, acidified with mineral acid and extracted with ethylacetate. The extract is washed with brine, dried and evaporated to give N-allylox... Starting materials: Cl.CN1N=C(C=C1)NC(=O)C1=NC=CN=C1N (3-Amino-pyrazine-2-carboxylic acid (1-methyl-1H-pyrazol-3-yl)-amide hydrochloride), FC=1C=NC=C(C1)F (3,5-difluoropyridine), C([O-])([O-])=O.[Cs+].[Cs+] (cesium carbonate). Run in CN(C=O)C (N,N-dimethylformamide). Run at temperature 180 celsius, time 60 minute. The product is CN1N=C(C=C1)NC(=O)C1=NC=CN=C1NC=1C=NC=C(C1)F (3-(5-Fluoro-pyridin-3-ylamino)-pyrazine-2-carboxylic acid (1-methyl-1H-pyrazol-3-yl)-amide), solid. Yield: 16.0%. As a reaction SMILES: Cl.[CH3:2][N:3]1[CH:7]=[CH:6][C:5]([NH:8][C:9]([C:11]2[C:16]([NH2:17])=[N:15][CH:14]=[CH:13][N:12]=2)=[O:10])=[N:4]1.[F:18][C:19]1[CH:20]=[N:21][CH:22]=[C:23](F)[CH:24]=1.C(=O)([O-])[O-].[Cs+].[Cs+]>CN(C)C=O>[CH3:2][N:3]1[CH:7]=[CH:6][C:5]([NH:8][C:9]([C:11]2[C:16]([NH:17][C:23]3[CH:22]=[N:21][CH:20]=[C:19]([F:18])[CH:24]=3)=[N:15][CH:14]=[CH:13][N:12]=2)=[O:10])=[N:4]1 |f:0.1,3.4.5|. Procedure: 3-Amino-pyrazine-2-carboxylic acid (1-methyl-1H-pyrazol-3-yl)-amide hydrochloride (120 mg, 0.47 mmol), 3,5-difluoropyridine (500 mg, 4.4 mmol), cesium carbonate (610 mg, 1.89 mmol) and 1 mL N,N-dimethylformamide were mixed and stirred under microwave irradiation for 60 minutes at 180° C. The reaction mixture was extracted with sat. NaHCO3— solution and three times ethyl acetate. The combined organic extracts were dried with sodium sulfate, filtered and evaporated. The crude product was purified ... Starting materials: O=C([O-])[O-], CO, Cl, [K+], [K+], CC(=O)OCCOc1cc2c3c(cccc3c1)C(=O)N(O)C2=O. The product is O=C1c2cccc3cc(OCCO)cc(c23)C(=O)N1O. As a reaction SMILES: [C:1](=[O:2])([O-:3])[O-:4].[CH3:31][OH:32].[ClH:30].[K+:5].[K+:6].[OH:7][N:8]1[C:9](=[O:29])[c:10]2[cH:11][cH:12][cH:13][c:14]3[c:15]2[c:16]([cH:19][c:20]([O:22][CH2:23][CH2:24][O:25][C:26](=[O:27])[CH3:28])[cH:21]3)[C:17]1=[O:18]>>[OH:7][N:8]1[C:9](=[O:29])[c:10]2[cH:11][cH:12][cH:13][c:14]3[c:15]2[c:16]([cH:19][c:20]([O:22][CH2:23][CH2:24][OH:25])[cH:21]3)[C:17]1=[O:18]. Reactants: CCCCCCCCCCCCCCCC(=O)Cl, CC(C)=CCO, Cn1ccnc1, Cc1ccccc1. Yields the product CCCCCCCCCCCCCCCC(=O)OCC=C(C)C. Reaction SMILES: [C:1]([CH2:2][CH2:3][CH2:4][CH2:5][CH2:6][CH2:7][CH2:8][CH2:9][CH2:10][CH2:11][CH2:12][CH2:13][CH2:14][CH2:15][CH3:16])(=[O:17])[Cl:18].[CH3:19][C:20]([CH3:21])=[CH:22][CH2:23][OH:24].[CH3:25][n:26]1[cH:27][cH:28][n:29][cH:30]1.[CH3:31][c:32]1[cH:33][cH:34][cH:35][cH:36][cH:37]1>>[C:1]([CH2:2][CH2:3][CH2:4][CH2:5][CH2:6][CH2:7][CH2:8][CH2:9][CH2:10][CH2:11][CH2:12][CH2:13][CH2:14][CH2:15][CH3:16])(=[O:17])[O:24][CH2:23][CH:22]=[C:20]([CH3:19])[CH3:21]. Starting materials: [N+](=O)([O-])C1=CC=CC=C1 (nitrobenzene), O.O.[OH-].C[N+](C)(C)C (tetramethylammonium hydroxide dihydrate). Run in C(C1=CC=CC=C1)#N (benzonitrile). Reaction conditions: temperature 60 celsius. Yields the product [N+]([O-])(=NC1=CC=CC=C1)C1=CC=CC=C1 (azoxybenzene). Isolated yield 45.0%. RXN SMILES: [N+:1]([C:4]1[CH:9]=[CH:8][CH:7]=[CH:6][CH:5]=1)([O-:3])=O.O.O.[OH-].C[N+:14]([CH3:17])(C)C>C(#N)C1C=CC=CC=1>[N+:1]([C:4]1[CH:9]=[CH:8][CH:7]=[CH:6][CH:5]=1)(=[N:14][C:17]1[CH:8]=[CH:9][CH:4]=[CH:5][CH:6]=1)[O-:3] |f:1.2.3.4|. Procedure: A solution containing 10 g of nitrobenzene, 1.27 g of tetramethylammonium hydroxide dihydrate and 1 g of benzonitrile was stirred at 60° C. with nitrogen bubbled into the solution via a syringe needle for 1 hour. Analysis of a sample of the reaction product by HPLC revealed N-(4-nitrophenyl)-benzamide was produced in 45% yield and azoxybenzene was generated in 22% yield based on tetramethylammonium hydroxide.